From a dataset of the Open Reaction Database (ORD), a public repository of structured organic reaction records. describe an organic reaction: reactants, conditions, products, and yield The reactants are COC1=CC=C(C=C1)C1=C(C2=C(S1)C=CC=C2)OC2=CC=C(C=C2)OC (2-(4-methoxyphenyl)-3-(4-methoxyphenoxy)benzo[b]thiophene). Run in hexanes, CCOC(=O)C (EtOAc). Yields the product OC1=CC=C(C=C1)C1=C(C2=C(S1)C=CC=C2)OC2=CC=C(C=C2)O (4-[[2-(4-Hydroxyphenyl)benzo[b]thiophen-3-yl]oxy]phenol). Isolated yield 87.0%. As a reaction SMILES: C[O:2][C:3]1[CH:8]=[CH:7][C:6]([C:9]2[S:13][C:12]3[CH:14]=[CH:15][CH:16]=[CH:17][C:11]=3[C:10]=2[O:18][C:19]2[CH:24]=[CH:23][C:22]([O:25]C)=[CH:21][CH:20]=2)=[CH:5][CH:4]=1>CCOC(C)=O>[OH:2][C:3]1[CH:4]=[CH:5][C:6]([C:9]2[S:13][C:12]3[CH:14]=[CH:15][CH:16]=[CH:17][C:11]=3[C:10]=2[O:18][C:19]2[CH:20]=[CH:21][C:22]([OH:25])=[CH:23][CH:24]=2)=[CH:7][CH:8]=1. Procedure details: By essentially following the procedure detailed in Example 5, Part B, the title compound was prepared from 2-(4-methoxyphenyl)-3-(4-methoxyphenoxy)benzo[b]thiophene (Part D) in 87% yield following radial chromatography (SiO2; 25% EtOAc in hexanes). Reactants: O=Cc1ccc(Br)cc1, CC(C)(C)[PH+](C(C)(C)C)C(C)(C)C, C#C[Si](C)(C)C, Cc1ccccc1, C1CCC(NC2CCCCC2)CC1, [Cl-], [Cu]I, [Na+], CC(=O)[O-], CC(=O)[O-], C1CCOC1, [Pd+2], c1ccc([B-](c2ccccc2)(c2ccccc2)c2ccccc2)cc1. Reaction SMILES: [Br:52][c:53]1[cH:54][cH:55][c:56]([CH:57]=[O:58])[cH:59][cH:60]1.[C:39]([PH+:40]([C:41]([CH3:42])([CH3:43])[CH3:44])[C:45]([CH3:46])([CH3:47])[CH3:48])([CH3:49])([CH3:50])[CH3:51].[CH3:61][Si:62]([CH3:63])([CH3:64])[C:65]#[CH:66].[CH3:80][c:81]1[cH:82][cH:83][cH:84][cH:85][cH:86]1.[CH:1]1([NH:2][CH:3]2[CH2:4][CH2:5][CH2:6][CH2:7][CH2:8]2)[CH2:9][CH2:10][CH2:11][CH2:12][CH2:13]1.[Cl-:68].[Cu:78][I:79].[Na+:67].[O-:70][C:71]([CH3:72])=[O:73].[O-:74][C:75]([CH3:76])=[O:77].[O:87]1[CH2:88][CH2:89][CH2:90][CH2:91]1.[Pd+2:69].[c:14]1([B-:15]([c:16]2[cH:17][cH:18][cH:19][cH:20][cH:21]2)([c:22]2[cH:23][cH:24][cH:25][cH:26][cH:27]2)[c:28]2[cH:29][cH:30][cH:31][cH:32][cH:33]2)[cH:34][cH:35][cH:36][cH:37][cH:38]1>>[c:53]1([C:66]#[C:65][Si:62]([CH3:61])([CH3:63])[CH3:64])[cH:54][cH:55][c:56]([CH:57]=[O:58])[cH:59][cH:60]1. Product: C[Si](C)(C)C#Cc1ccc(C=O)cc1. Reactants: C(OCCCC)(OCCl)=O (Butyl chloromethyl carbonate), C1COCCOCCOCCOCCOCCO1 (18crown-6), CC(C)([O-])C.[K+] (Potassium tert. butoxide), C(C=C)(=O)O (acrylic acid). Run in CN(C)C=O (DMF), CN(C)C=O (DMF). Conditions: time 2 day. Yields the product C(OCCCC)(OCOC(C=C)=O)=O (Butyl acryloyloxymethyl carbonate). Yield: 50.2%. As a reaction SMILES: CC(C)([O-])C.[K+].[C:7]([OH:11])(=[O:10])[CH:8]=[CH2:9].[C:12](=[O:21])([O:18][CH2:19]Cl)[O:13][CH2:14][CH2:15][CH2:16][CH3:17].C1OCCOCCOCCOCCOCCOC1>CN(C=O)C>[C:12](=[O:21])([O:18][CH2:19][O:10][C:7](=[O:11])[CH:8]=[CH2:9])[O:13][CH2:14][CH2:15][CH2:16][CH3:17] |f:0.1|. Reported procedure: Potassium tert. butoxide (5.84 g, 0.052 mol ) was added to a solution of acrylic acid (4.47 g, 0.045 mol) in DMF (220 ml). Butyl chloromethyl carbonate (Example li, 6.5 g, 0.052 mol) in DMF (150 ml) was added to the resulting suspension. 18crown-6 (0.6 g) was then added and the reaction mixture was left with stirring at room temperature for 2 days. The reaction mixture was filtered and the solvent was removed under reduced pressure. The residue was dissolved in chloroform (100 ml) and washed wit... Starting materials: CCCCO, CC(N)c1ccccc1, CCN(C(C)C)C(C)C, CN1C(=O)C(C)(C)CN(C2CCCC2)c2nc(Cl)ncc21. The product is CC(Nc1ncc2c(n1)N(C1CCCC1)CC(C)(C)C(=O)N2C)c1ccccc1. Reaction SMILES: [CH2:40]([OH:41])[CH2:42][CH2:43][CH3:44].[CH3:22][CH:23]([NH2:24])[c:25]1[cH:26][cH:27][cH:28][cH:29][cH:30]1.[CH:31]([N:32]([CH2:33][CH3:34])[CH:35]([CH3:36])[CH3:37])([CH3:38])[CH3:39].[Cl:1][c:2]1[n:3][cH:4][c:5]2[c:11]([n:12]1)[N:10]([CH:13]1[CH2:14][CH2:15][CH2:16][CH2:17]1)[CH2:9][C:8]([CH3:18])([CH3:19])[C:7](=[O:20])[N:6]2[CH3:21]>>[c:2]1([NH:24][CH:23]([CH3:22])[c:25]2[cH:26][cH:27][cH:28][cH:29][cH:30]2)[n:3][cH:4][c:5]2[c:11]([n:12]1)[N:10]([CH:13]1[CH2:14][CH2:15][CH2:16][CH2:17]1)[CH2:9][C:8]([CH3:18])([CH3:19])[C:7](=[O:20])[N:6]2[CH3:21]. Starting materials: Cc1nccn1-c1ccc(Br)s1, CCCC[Sn](Cl)(CCCC)CCCC, C1CCOC1, [Li]CCCC, [Cl-], [NH4+]. The product is CCCC[Sn](CCCC)(CCCC)c1ccc(-n2ccnc2C)s1. RXN SMILES: [Br:1][c:2]1[cH:3][cH:4][c:5](-[n:7]2[c:8]([CH3:12])[n:9][cH:10][cH:11]2)[s:6]1.[CH2:18]([CH2:19][CH2:20][CH3:21])[Sn:22]([CH2:23][CH2:24][CH2:25][CH3:26])([CH2:27][CH2:28][CH2:29][CH3:30])[Cl:31].[CH2:34]1[O:35][CH2:36][CH2:37][CH2:38]1.[CH3:13][CH2:14][CH2:15][CH2:16][Li:17].[Cl-:32].[NH4+:33]>>[c:2]1([Sn:22]([CH2:18][CH2:19][CH2:20][CH3:21])([CH2:23][CH2:24][CH2:25][CH3:26])[CH2:27][CH2:28][CH2:29][CH3:30])[cH:3][cH:4][c:5](-[n:7]2[c:8]([CH3:12])[n:9][cH:10][cH:11]2)[s:6]1. The reactants are C1=CC=C2C(=C1)C(=O)C(C2=O)(O)O (ninhydrin), Cl.ClC1=CC=C(C=C1)NC(NN)=O (4-(4-chlorophenyl)-semicarbazide hydrochloride). The product is ClC1=CC=C(C=C1)NC(NN=C1C(C2=CC=CC=C2C1=O)=O)=O (2-[4-(4-chlorophenyl)-semicarbazono]indan-1,3-dione). Reaction SMILES: [CH:1]1[CH:6]=[C:5]2[C:7]([C:9](O)(O)[C:10](=[O:11])[C:4]2=[CH:3][CH:2]=1)=[O:8].Cl.[Cl:15][C:16]1[CH:21]=[CH:20][C:19]([NH:22][C:23](=[O:26])[NH:24][NH2:25])=[CH:18][CH:17]=1>>[Cl:15][C:16]1[CH:17]=[CH:18][C:19]([NH:22][C:23](=[O:26])[NH:24][N:25]=[C:9]2[C:10](=[O:11])[C:4]3[C:5](=[CH:6][CH:1]=[CH:2][CH:3]=3)[C:7]2=[O:8])=[CH:20][CH:21]=1 |f:1.2|. Procedure details: ninhydrin, 4-(4-chlorophenyl)-semicarbazide hydrochloride Starting materials: hydrazide, C(C)[SiH](CC)CC (triethylsilane), COC(=O)C1CCCCC1 (methyl-cyclohexane carboxylate), O.NN (hydrazine monohydrate), CO (MeOH). Run in CC(=O)C (acetone). Yields the product C(C)(C)NNC(=O)C1CCCCC1 (cyclohexane carboxylic acid N′-isopropyl-hydrazide). Yield: 61.0%. RXN SMILES: CO[C:3]([CH:5]1[CH2:10][CH2:9][CH2:8][CH2:7][CH2:6]1)=[O:4].O.[NH2:12][NH2:13].C([SiH]([CH2:19][CH3:20])CC)C.[CH3:21]O>CC(C)=O>[CH:19]([NH:12][NH:13][C:3]([CH:5]1[CH2:10][CH2:9][CH2:8][CH2:7][CH2:6]1)=[O:4])([CH3:20])[CH3:21] |f:1.2|. Procedure: A solution of methyl-cyclohexane carboxylate (20 g, 140.65 mmol) and hydrazine monohydrate (35 ml, 703.25 mmol) in MeOH (100 ml) was refluxed overnight. The mixture was concentrated to dryness and the residue was partitioned between saturated aqueous sodium bicarbonate and DCM. The organic layer was washed with brine, dried over sodium sulfate, filtered and concentrated (14.35 g, 75%). A portion of the resulting hydrazide 1 (2.6 g, 18.28 mmol) was dissolved in acetone (100 ml) and the solution w... RXN SMILES: [CH3:34][OH:35].[Cl:16][c:17]1[cH:18][cH:19][c:20](-[c:23]2[cH:24][cH:25][c:26]([NH:29][C:30]([C:31]#[CH:32])=[O:33])[cH:27][cH:28]2)[cH:21][cH:22]1.[Cl:36][CH2:37][Cl:38].[I:1][c:2]1[cH:3][cH:4][c:5]([CH2:6][N:7]2[CH2:8][CH2:9][CH:10]([CH3:13])[CH2:11][CH2:12]2)[cH:14][cH:15]1>>[c:2]1([C:32]#[C:31][C:30]([NH:29][c:26]2[cH:25][cH:24][c:23](-[c:20]3[cH:19][cH:18][c:17]([Cl:16])[cH:22][cH:21]3)[cH:28][cH:27]2)=[O:33])[cH:3][cH:4][c:5]([CH2:6][N:7]2[CH2:8][CH2:9][CH:10]([CH3:13])[CH2:11][CH2:12]2)[cH:14][cH:15]1. Starting materials: CO, C#CC(=O)Nc1ccc(-c2ccc(Cl)cc2)cc1, ClCCl, CC1CCN(Cc2ccc(I)cc2)CC1. Product: CC1CCN(Cc2ccc(C#CC(=O)Nc3ccc(-c4ccc(Cl)cc4)cc3)cc2)CC1. The reactants are BrCC(=O)C1=CC=NC=C1 (2-bromo-1-(pyridin-4-yl)ethanone), C(#N)CC(=S)N (2-cyanothioacetamide). The product is N1=CC=C(C=C1)C=1N=C(SC1)CC#N (2-(4-(Pyridin-4-yl)thiazol-2-yl)acetonitrile). Yield: 46.0%. RXN SMILES: Br[CH2:2][C:3]([C:5]1[CH:10]=[CH:9][N:8]=[CH:7][CH:6]=1)=O.[C:11]([CH2:13][C:14]([NH2:16])=[S:15])#[N:12]>>[N:8]1[CH:9]=[CH:10][C:5]([C:3]2[N:16]=[C:14]([CH2:13][C:11]#[N:12])[S:15][CH:2]=2)=[CH:6][CH:7]=1. Procedure details: This compound was synthesized from 2-bromo-1-(pyridin-4-yl)ethanone and 2-cyanothioacetamide as described in example 1 step 1 (0.23 g, yield 46%): 1H NMR (300 MHz, MeOD) δ 8.59 (m, 2H), 8.24 (s, 1H), 7.98 (m, 2H), 4.44 (s, 2H). MS (ESI) m/z: Calculated for C10H7N3OS: 201.01. found: 202.2 (M+H)+. The solvent is C(C)OCC (diethyl ether), C(C)(=O)OCC (ethyl acetate). Reaction conditions: time 20 minute. Isolated yield 14.3%. Procedure: Pyrrolidine (2.42 g, 34.0 mMol) is added to acetic acid (2.04 g, 34.0 mMol), and the mixture is stirred at room temperature for 20 minutes. After this time, 6-phenyl-2-hexanone (4.00 g, 22.6 mMol) as a solution in diethyl ether (20 ml) is added, and the mixture is allowed to stir for an additional 15 minutes. An ethereal solution of iso-vanillin (3.45 g, 22.5 mMol) is then added dropwise. The reaction mixture is stirred for 48 hours. HCl (1.0 N, 30 ml) is then added to the reaction mixture, and ... The product is OC=1C=C(C=CC1OC)C=CC(CCCCC1=CC=CC=C1)=O (1-(3-hydroxy-4-methoxyphenyl)-7-phenyl-1-hepten-3-one). Starting materials: C1(=CC=CC=C1)CCCCC(C)=O (6-phenyl-2-hexanone), N1CCCC1 (Pyrrolidine), C(C)(=O)O (acetic acid), O=CC1=CC(O)=C(OC)C=C1 (iso-vanillin), Cl (HCl). RXN SMILES: N1CCCC1.C(O)(=O)C.[C:10]1([CH2:16][CH2:17][CH2:18][CH2:19][C:20](=[O:22])[CH3:21])[CH:15]=[CH:14][CH:13]=[CH:12][CH:11]=1.O=[CH:24][C:25]1[CH:33]=[CH:32][C:29]([O:30][CH3:31])=[C:27]([OH:28])[CH:26]=1.Cl>C(OCC)C.C(OCC)(=O)C>[OH:28][C:27]1[CH:26]=[C:25]([CH:24]=[CH:21][C:20](=[O:22])[CH2:19][CH2:18][CH2:17][CH2:16][C:10]2[CH:15]=[CH:14][CH:13]=[CH:12][CH:11]=2)[CH:33]=[CH:32][C:29]=1[O:30][CH3:31].